From a dataset of the Open Reaction Database (ORD), a public repository of structured organic reaction records. describe an organic reaction: reactants, conditions, products, and yield Reactants: FC(F)(F)c1nnc2ccc(N3CCNCC3)nn12, O=Cc1nc2ccccc2s1. Yields the product FC(F)(F)c1nnc2ccc(N3CCN(Cc4nc5ccccc5s4)CC3)nn12. Reaction SMILES: [N:1]1([c:7]2[cH:8][cH:9][c:10]3[n:11]([n:12]2)[c:13]([C:16]([F:17])([F:18])[F:19])[n:14][n:15]3)[CH2:2][CH2:3][NH:4][CH2:5][CH2:6]1.[s:20]1[c:21]([CH:29]=[O:30])[n:22][c:23]2[c:24]1[cH:25][cH:26][cH:27][cH:28]2>>[N:1]1([c:7]2[cH:8][cH:9][c:10]3[n:11]([n:12]2)[c:13]([C:16]([F:17])([F:18])[F:19])[n:14][n:15]3)[CH2:2][CH2:3][N:4]([CH2:29][c:21]2[s:20][c:24]3[c:23]([n:22]2)[cH:28][cH:27][cH:26][cH:25]3)[CH2:5][CH2:6]1. Starting materials: FC1=C(C=O)C=CC=C1 (2-fluoro-benzaldehyde), C(C)(C)(C)OC(=O)N1CC(C1)CO (3-hydroxymethyl-azetidine-1-carboxylic acid tert-butyl ester), C(=O)([O-])[O-].[K+].[K+] (K2CO3). The solvent is CN(C)C=O (DMF), C(=O)(O)[O-].[Na+] (NaHCO3). Run at temperature 120 celsius, time 7 day. Product: C(C)(C)(C)OC(=O)N1CC(C1)COC1=C(C=CC=C1)C=O (3-(2-formyl-phenoxymethyl)-azetidine-1-carboxylic acid tert-butyl ester). Yield: 34.5%. As a reaction SMILES: F[C:2]1[CH:9]=[CH:8][CH:7]=[CH:6][C:3]=1[CH:4]=[O:5].[C:10]([O:14][C:15]([N:17]1[CH2:20][CH:19]([CH2:21][OH:22])[CH2:18]1)=[O:16])([CH3:13])([CH3:12])[CH3:11].C([O-])([O-])=O.[K+].[K+]>CN(C=O)C.C([O-])(O)=O.[Na+]>[C:10]([O:14][C:15]([N:17]1[CH2:20][CH:19]([CH2:21][O:22][C:2]2[CH:9]=[CH:8][CH:7]=[CH:6][C:3]=2[CH:4]=[O:5])[CH2:18]1)=[O:16])([CH3:13])([CH3:12])[CH3:11] |f:2.3.4,6.7|. Procedure: A mixture of 2-fluoro-benzaldehyde (0.85 mL; 8.06 mmol; 1 eq.), 3-hydroxymethyl-azetidine-1-carboxylic acid tert-butyl ester (1.66 g; 8.86 mmol; 1.1 eq.) and K2CO3 (2.23 g; 16.11 mmol; 2 eq.) in DMF (20 mL) was stirred at 120° C. for 7 days. The reaction mixture was diluted with sat. aq. NaHCO3 and extracted with DCM (2×). The combined organic layer was washed with brine (2×), dried over magnesium sulfate and concentrated in vacuo. Purification by column chromatography (heptane/EA, 95/5 to 60/40... Starting materials: CS(=O)(=O)Cl, CCOC(C)=O, Cc1ccc(OCC#N)cc1N, c1ccncc1. Product: Cc1ccc(OCC#N)cc1NS(C)(=O)=O. As a reaction SMILES: [CH3:13][S:14]([Cl:15])(=[O:16])=[O:17].[CH3:18][CH2:19][O:20][C:21](=[O:22])[CH3:23].[NH2:1][c:2]1[cH:3][c:4]([O:5][CH2:6][C:7]#[N:8])[cH:9][cH:10][c:11]1[CH3:12].[cH:24]1[cH:25][cH:26][n:27][cH:28][cH:29]1>>[NH:1]([c:2]1[cH:3][c:4]([O:5][CH2:6][C:7]#[N:8])[cH:9][cH:10][c:11]1[CH3:12])[S:14]([CH3:13])(=[O:16])=[O:17]. Starting materials: ArNH2, BrC=1C=C(C(=O)NCCOCCOCCOC)C=C(C1)[N+](=O)[O-] (3-Bromo N (2 (2 (2 methoxyethoxy)ethoxy)ethyl)-5-nitrobenzamide), CC(=O)O (AcOH), ArNHOH, C(C)OCC (diethyl ether). Reagents/catalysts: [Pt] (Pt/C). Run in C1CCOC1 (THF). Conditions: time 5 hour. Product: NC=1C=C(C(=O)NCCOCCOCCOC)C=C(C1)Br (3-Amino-5-bromo-N-(2-(2-(2-methoxyethoxy)ethoxy)ethyl)benzamide). Isolated yield 90.0%. RXN SMILES: [Br:1][C:2]1[CH:3]=[C:4]([CH:18]=[C:19]([N+:21]([O-])=O)[CH:20]=1)[C:5]([NH:7][CH2:8][CH2:9][O:10][CH2:11][CH2:12][O:13][CH2:14][CH2:15][O:16][CH3:17])=[O:6].CC(O)=O.C(OCC)C>C1COCC1.[Pt]>[NH2:21][C:19]1[CH:18]=[C:4]([CH:3]=[C:2]([Br:1])[CH:20]=1)[C:5]([NH:7][CH2:8][CH2:9][O:10][CH2:11][CH2:12][O:13][CH2:14][CH2:15][O:16][CH3:17])=[O:6]. Reported procedure: The product from step (i) above (1 kg, 2.56 mol) was dissolved in THF (3.5 L) and AcOH (500 mL) and hydrogenated at 3 MPa (30 bar) H2 at up to 60° C. with 5% Pt/C (30 g of JM type 18 MA, 55% water). Analysis after 5 hrs showed a 1:1 ratio of ArNHOH and ArNH2. The reaction reached completion after being left overnight, with 1H NMR analysis showing 3% des-bromo side product. The catalyst was filtered off, then the residue was diluted with ethyl acetate (3 L) and washed with 20% potassium carbonate... Starting materials: [H-].[Na+] (NaH), [Cl-].C[S+](=O)(C)C (trimethylsulfoxonium chloride), CN1N=CC(=C1)C=1C=CC=2N(N1)C(=CN2)C(=C)C=2C=C1C=CC=NC1=CC2 (6-{1-[6-(1-Methyl-1H-pyrazol-4-yl)-imidazo[1,2-b]pyridazin-3-yl]-vinyl}-quinoline), [OH-].[Na+] (NaOH). The solvent is CS(=O)C (DMSO), CS(=O)C (DMSO). Run at time 30 minute. Product: CN1N=CC(=C1)C=1C=CC=2N(N1)C(=CN2)C2(CC2)C=2C=C1C=CC=NC1=CC2 (6-{1-[6-(1-Methyl-1H-pyrazol-4-yl)-imidazo[1,2-b]pyridazin-3-yl]-cyclopropyl}-quinoline). RXN SMILES: [H-].[Na+].[Cl-].[CH3:4][S+](C)(C)=O.[CH3:9][N:10]1[CH:14]=[C:13]([C:15]2[CH:16]=[CH:17][C:18]3[N:19]([C:21]([C:24]([C:26]4[CH:27]=[C:28]5[C:33](=[CH:34][CH:35]=4)[N:32]=[CH:31][CH:30]=[CH:29]5)=[CH2:25])=[CH:22][N:23]=3)[N:20]=2)[CH:12]=[N:11]1.[OH-].[Na+]>CS(C)=O>[CH3:9][N:10]1[CH:14]=[C:13]([C:15]2[CH:16]=[CH:17][C:18]3[N:19]([C:21]([C:24]4([C:26]5[CH:27]=[C:28]6[C:33](=[CH:34][CH:35]=5)[N:32]=[CH:31][CH:30]=[CH:29]6)[CH2:4][CH2:25]4)=[CH:22][N:23]=3)[N:20]=2)[CH:12]=[N:11]1 |f:0.1,2.3,5.6|. Reported procedure: NaH 60% (96 mg, 2.41 mmol) was introduced in a round bottom flask and placed under nitrogen. A solution of trimethylsulfoxonium chloride (372 mg, 2.84 mmol) in DMSO (4 mL) was added slowly at rt. It was stirred for 30 min until H2 releasing was over. Then, a solution of 6-{1-[6-(1-methyl-1H-pyrazol-4-yl)-imidazo[1,2-b]pyridazin-3-yl]-vinyl}-quinoline (Example 155, 100 mg, 0.284 mmol) in DMSO (3 mL) was added dropwise. The RM was stirred for 1.5 h and then poured into 1 N NaOH. It was extracted t... The reactants are [Br-], CC(C)(C)[Si](C)(C)OCCCBr, C1CCOC1, CCCC[N+](CCCC)(CCCC)CCCC, [K+], CC(C)(C)OC(=O)N1CCNC(=O)C1, [OH-]. Product: CC(C)(C)OC(=O)N1CCN(CCCO[Si](C)(C)C(C)(C)C)C(=O)C1. As a reaction SMILES: [Br-:34].[Br:1][CH2:2][CH2:3][CH2:4][O:5][Si:6]([CH3:7])([CH3:8])[C:9]([CH3:10])([CH3:11])[CH3:12].[CH2:29]1[O:30][CH2:31][CH2:32][CH2:33]1.[CH2:35]([N+:36]([CH2:37][CH2:38][CH2:39][CH3:40])([CH2:41][CH2:42][CH2:43][CH3:44])[CH2:45][CH2:46][CH2:47][CH3:48])[CH2:49][CH2:50][CH3:51].[K+:28].[O:13]=[C:14]1[CH2:15][N:16]([C:20](=[O:21])[O:22][C:23]([CH3:24])([CH3:25])[CH3:26])[CH2:17][CH2:18][NH:19]1.[OH-:27]>>[CH2:2]([CH2:3][CH2:4][O:5][Si:6]([CH3:7])([CH3:8])[C:9]([CH3:10])([CH3:11])[CH3:12])[N:19]1[C:14](=[O:13])[CH2:15][N:16]([C:20](=[O:21])[O:22][C:23]([CH3:24])([CH3:25])[CH3:26])[CH2:17][CH2:18]1.